Dataset: the Open Reaction Database (ORD), a public repository of structured organic reaction records. Task: describe an organic reaction: reactants, conditions, products, and yield The reactants are FC1=CC=C(C(=C1F)NC1=C(C=C(C=C1)I)F)N (5,6-difluoro-N1-(2-fluoro-4-iodophenyl)benzene 1,2-diamine), ClS(=O)(=O)C1=C(SC=C1)C(=O)OC (methyl 3-(chlorosulfonyl)thiophene-2-carboxylate). The product is FC=1C(=C(C=CC1F)NS(=O)(=O)C1=C(SC=C1)C(=O)OC)NC1=C(C=C(C=C1)I)F (Methyl 3-(N-(3,4-difluoro-2-(2-fluoro-4-iodophenylamino)phenyl)sulfamoyl)thiophene-2-carboxylate). Reaction SMILES: [F:1][C:2]1[C:7]([F:8])=[C:6]([NH:9][C:10]2[CH:15]=[CH:14][C:13]([I:16])=[CH:12][C:11]=2[F:17])[C:5]([NH2:18])=[CH:4][CH:3]=1.Cl[S:20]([C:23]1[CH:27]=[CH:26][S:25][C:24]=1[C:28]([O:30][CH3:31])=[O:29])(=[O:22])=[O:21]>>[F:8][C:7]1[C:6]([NH:9][C:10]2[CH:15]=[CH:14][C:13]([I:16])=[CH:12][C:11]=2[F:17])=[C:5]([NH:18][S:20]([C:23]2[CH:27]=[CH:26][S:25][C:24]=2[C:28]([O:30][CH3:31])=[O:29])(=[O:21])=[O:22])[CH:4]=[CH:3][C:2]=1[F:1]. Procedure details: According to the general procedure B, 5,6-difluoro-N1-(2-fluoro-4-iodophenyl)benzene 1,2-diamine was reacted with methyl 3-(chlorosulfonyl)thiophene-2-carboxylate to obtain the title compound. 1H NMR (300 MHz, CDCl3): δ 8.58 (s, 1H), 7.43 (dd, J=5.1 & 10.8 Hz, 2H), 7.35 (dd, J=1.8 & 10.2 Hz, 1H), 7.31 (ddd, J=2.1, 4.2 & 9.3 Hz, 1H), 7.04 (m, 2H), 5.88 (dt, J=2.7, 8.7 & 17.4 Hz, 1H), 5.65 (br s, 1H), 3.85 (s, 3H).